This data is from the Open Reaction Database (ORD), a public repository of structured organic reaction records. The task is: describe an organic reaction: reactants, conditions, products, and yield The reactants are Cl, FC(F)OC(F)C(F)(F)F, FC(F)OC(Cl)C(F)(F)F, F. The product is FC(F)OC(F)C(F)(F)F, F. As a reaction SMILES: [ClH:12].[F:13][CH:14]([F:15])[O:16][CH:17]([F:18])[C:19]([F:20])([F:21])[F:22].[F:1][CH:2]([O:3][CH:4]([C:5]([F:6])([F:7])[F:8])[Cl:9])[F:10].[FH:11]>>[F:13][CH:14]([F:15])[O:16][CH:17]([F:18])[C:19]([F:20])([F:21])[F:22].[FH:1]. The reactants are COC=1C=C2C(=NC=NC2=CC1OC)SC=1C=C(N)C=CC1 (3-(6,7-dimethoxyquinazolin-4-ylthio)aniline), C(C)(C)C1=NN(C(=C1)NC(OC1=CC=CC=C1)=O)C1=CC=C(C=C1)OC (phenyl 3-isopropyl-1-(4-methoxyphenyl)-1H-pyrazol-5-ylcarbamate). The reagents and catalysts are CN(C)C=1C=CN=CC1 (DMAP). Solvent: C1CCOC1 (THF). The product is COC=1C=C2C(=NC=NC2=CC1OC)SC=1C=C(C=CC1)NC(=O)NC1=CC(=NN1C1=CC=C(C=C1)OC)C(C)C (1-(3-(6,7-dimethoxyquinazolin-4-ylthio)phenyl)-3-(3-isopropyl-1-(4-methoxyphenyl)-1H-pyrazol-5-yl)urea). Isolated yield 59.0%. Reaction SMILES: [CH3:1][O:2][C:3]1[CH:4]=[C:5]2[C:10](=[CH:11][C:12]=1[O:13][CH3:14])[N:9]=[CH:8][N:7]=[C:6]2[S:15][C:16]1[CH:17]=[C:18]([CH:20]=[CH:21][CH:22]=1)[NH2:19].[CH:23]([C:26]1[CH:30]=[C:29]([NH:31][C:32](=O)[O:33]C2C=CC=CC=2)[N:28]([C:41]2[CH:46]=[CH:45][C:44]([O:47][CH3:48])=[CH:43][CH:42]=2)[N:27]=1)([CH3:25])[CH3:24]>C1COCC1.CN(C1C=CN=CC=1)C>[CH3:1][O:2][C:3]1[CH:4]=[C:5]2[C:10](=[CH:11][C:12]=1[O:13][CH3:14])[N:9]=[CH:8][N:7]=[C:6]2[S:15][C:16]1[CH:17]=[C:18]([NH:19][C:32]([NH:31][C:29]2[N:28]([C:41]3[CH:46]=[CH:45][C:44]([O:47][CH3:48])=[CH:43][CH:42]=3)[N:27]=[C:26]([CH:23]([CH3:25])[CH3:24])[CH:30]=2)=[O:33])[CH:20]=[CH:21][CH:22]=1. Procedure: Using the procedure described in Example 306A, to a solution of 3-(6,7-dimethoxyquinazolin-4-ylthio)aniline (94 mg, 0.3 mmol), prepared as described in Example 115B, in THF (3.3 ml) was added DMAP (23 mg, 0.18 mmol) and phenyl 3-isopropyl-1-(4-methoxyphenyl)-1H-pyrazol-5-ylcarbamate (105 mg, 0.3 mmol), described in Example 348A, to afford 1-(3-(6,7-dimethoxyquinazolin-4-ylthio)phenyl)-3-(3-isopropyl-1-(4-methoxyphenyl)-1H-pyrazol-5-yl)urea (101 mg, 59%) as a solid. 1H NMR (300 MHz, DMSO-d6) δ 1.... Starting materials: CCOC(=O)CCC(=O)[O-], CCO, O=Cc1cccc2ccccc12, [H-], [Na+]. Product: CCOC(=O)C(=Cc1cccc2ccccc12)CC(=O)O. As a reaction SMILES: [C:1]([CH2:2][CH2:3][C:4](=[O:5])[O-:6])(=[O:7])[O:8][CH2:9][CH3:10].[CH3:25][CH2:26][OH:27].[CH:11](=[O:12])[c:13]1[cH:14][cH:15][cH:16][c:17]2[cH:18][cH:19][cH:20][cH:21][c:22]12.[H-:23].[Na+:24]>>[C:1]([C:2]([CH2:3][C:4](=[O:5])[OH:6])=[CH:11][c:13]1[cH:14][cH:15][cH:16][c:17]2[cH:18][cH:19][cH:20][cH:21][c:22]12)(=[O:7])[O:8][CH2:9][CH3:10]. The reactants are CC#N, CCN(C(C)C)C(C)C, O=S(=O)(Cl)c1cccc(C(F)(F)F)c1, NCCN1CC(c2ccccc2)C(c2ccc(Cl)cc2)=N1. Yields the product O=S(=O)(NCCN1CC(c2ccccc2)C(c2ccc(Cl)cc2)=N1)c1cccc(C(F)(F)F)c1. Reaction SMILES: [CH3:45][C:46]#[N:47].[CH:22]([N:23]([CH:24]([CH3:25])[CH3:26])[CH2:27][CH3:28])([CH3:29])[CH3:30].[F:31][C:32]([c:33]1[cH:34][c:35]([S:39](=[O:40])(=[O:41])[Cl:42])[cH:36][cH:37][cH:38]1)([F:43])[F:44].[NH2:1][CH2:2][CH2:3][N:4]1[N:5]=[C:6]([c:15]2[cH:16][cH:17][c:18]([Cl:21])[cH:19][cH:20]2)[CH:7]([c:9]2[cH:10][cH:11][cH:12][cH:13][cH:14]2)[CH2:8]1>>[NH:1]([CH2:2][CH2:3][N:4]1[N:5]=[C:6]([c:15]2[cH:16][cH:17][c:18]([Cl:21])[cH:19][cH:20]2)[CH:7]([c:9]2[cH:10][cH:11][cH:12][cH:13][cH:14]2)[CH2:8]1)[S:39]([c:35]1[cH:34][c:33]([C:32]([F:31])([F:43])[F:44])[cH:38][cH:37][cH:36]1)(=[O:40])=[O:41]. Reactants: solution, Cl (HCl), O1CCOCC1 (1,4-dioxane), CN1C(C2=CN=CC=C2C2=C1C=C(C(=C2)C)OC[C@H](CC(C)C)NC(OC(C)(C)C)=O)=O ((S)-tert-butyl (1-((6,9-dimethyl-5-oxo-5,6-dihydrobenzo[c][2,7]naphthyridin-8-yl)oxy)-4-methylpentan-2-yl)carbamate). The solvent is CO (MeOH). Conditions: temperature 0 celsius, time 2 hour. Yields the product N[C@H](COC=1C(=CC2=C(N(C(C3=CN=CC=C23)=O)C)C1)C)CC(C)C ((S)-8-((2-amino-4-methylpentyl)oxy)-6,9-dimethylbenzo[c][2,7]naphthyridin-5(6H)-one). Yield: 49.5%. As a reaction SMILES: [CH3:1][N:2]1[C:11]2[CH:12]=[C:13]([O:17][CH2:18][C@@H:19]([NH:24]C(=O)OC(C)(C)C)[CH2:20][CH:21]([CH3:23])[CH3:22])[C:14]([CH3:16])=[CH:15][C:10]=2[C:9]2[C:4](=[CH:5][N:6]=[CH:7][CH:8]=2)[C:3]1=[O:32].Cl.O1CCOCC1>CO>[NH2:24][C@@H:19]([CH2:20][CH:21]([CH3:23])[CH3:22])[CH2:18][O:17][C:13]1[C:14]([CH3:16])=[CH:15][C:10]2[C:9]3[C:4](=[CH:5][N:6]=[CH:7][CH:8]=3)[C:3](=[O:32])[N:2]([CH3:1])[C:11]=2[CH:12]=1. Reported procedure: In a 25 mL round-bottomed flask, (S)-tert-butyl (1-((6,9-dimethyl-5-oxo-5,6-dihydrobenzo[c][2,7]naphthyridin-8-yl)oxy)-4-methylpentan-2-yl)carbamate (80 mg, 0.182 mmol) was taken in MeOH (6 mL). The reaction mixture was cooled to 0° C. and a 4M solution of HCl in 1,4-dioxane (3.75 mL, 12 mmol) was added and the mixture stirred at RT for 2 h. The MeOH was removed and the crude product was dissolved in ethyl acetate (20 mL). The ethyl acetate layer was washed with water (10 mL) and dried over sodi... Reactants: O=C(O)c1c[nH]c(=O)c2cc(S(=O)(=O)Cl)ccc12, Cl, NCCO, C1CCOC1. The product is O=C(O)c1c[nH]c(=O)c2cc(S(=O)(=O)NCCO)ccc12. Reaction SMILES: [Cl:1][S:2](=[O:3])(=[O:4])[c:5]1[cH:6][cH:7][c:8]2[c:9]([C:16](=[O:17])[OH:18])[cH:10][nH:11][c:12](=[O:15])[c:13]2[cH:14]1.[ClH:23].[NH2:19][CH2:20][CH2:21][OH:22].[O:24]1[CH2:25][CH2:26][CH2:27][CH2:28]1>>[S:2](=[O:3])(=[O:4])([c:5]1[cH:6][cH:7][c:8]2[c:9]([C:16](=[O:17])[OH:18])[cH:10][nH:11][c:12](=[O:15])[c:13]2[cH:14]1)[NH:19][CH2:20][CH2:21][OH:22]. Reactants: BrC1=C(C=CC=C1)C(C(=O)O)=O (2-(2-bromophenyl)-2-oxoacetic acid), S(=O)(Cl)Cl (thionyl chloride), C(C)O (ethanol). As a reaction SMILES: [Br:1][C:2]1[CH:7]=[CH:6][CH:5]=[CH:4][C:3]=1[C:8](=[O:12])[C:9]([OH:11])=[O:10].S(Cl)(Cl)=O.[CH2:17](O)[CH3:18]>>[Br:1][C:2]1[CH:7]=[CH:6][CH:5]=[CH:4][C:3]=1[C:8](=[O:12])[C:9]([O:11][CH2:17][CH3:18])=[O:10]. Reported procedure: Into a 250-mL 3-necked round-bottom flask, was placed a solution of 2-(2-bromophenyl)-2-oxoacetic acid (10 g, 43.66 mmol, 1.00 equiv) in ethanol (80 mL). This was followed by the addition of thionyl chloride (20 mL) dropwise with stirring. The resulting solution was stirred for 12 h at 80° C. in an oil bath. The resulting mixture was concentrated under vacuum. The residue was dissolved in 100 mL of ethyl acetate. The resulting mixture was washed with 2×50 mL of water. The mixture was dried over ... Yields the product BrC1=C(C=CC=C1)C(C(=O)OCC)=O (ethyl 2-(2-bromophenyl)-2-oxoacetate).